Dataset: the Open Reaction Database (ORD), a public repository of structured organic reaction records. Task: describe an organic reaction: reactants, conditions, products, and yield Starting materials: NC=1C=C(C=NC1)C1=CC(=C(C#N)C=C1)Cl (4-(5-amino-pyridin-3-yl)-2-chloro-benzonitrile), COC1=CC=C(C=C1)S(=O)(=O)Cl (4-methoxy-benzenesulfonyl chloride). Solvent: N1=CC=CC=C1 (pyridine). Yields the product ClC=1C=C(C=CC1C#N)C=1C=C(C=NC1)NS(=O)(=O)C1=CC=C(C=C1)OC (N-[5-(3-chloro-4-cyano-phenyl)-pyridin-3-yl]-4-methoxy-benzenesulfonamide). The yield is 43.1%. As a reaction SMILES: [NH2:1][C:2]1[CH:3]=[C:4]([C:8]2[CH:15]=[CH:14][C:11]([C:12]#[N:13])=[C:10]([Cl:16])[CH:9]=2)[CH:5]=[N:6][CH:7]=1.[CH3:17][O:18][C:19]1[CH:24]=[CH:23][C:22]([S:25](Cl)(=[O:27])=[O:26])=[CH:21][CH:20]=1>N1C=CC=CC=1>[Cl:16][C:10]1[CH:9]=[C:8]([C:4]2[CH:3]=[C:2]([NH:1][S:25]([C:22]3[CH:21]=[CH:20][C:19]([O:18][CH3:17])=[CH:24][CH:23]=3)(=[O:27])=[O:26])[CH:7]=[N:6][CH:5]=2)[CH:15]=[CH:14][C:11]=1[C:12]#[N:13]. Procedure details: According to General Sulfonylation Procedure 2 in Example 1, to a solution of 4-(5-amino-pyridin-3-yl)-2-chloro-benzonitrile (20 mg, 87 μmol, leg) in anhydrous pyridine (500 μl) was added 4-methoxy-benzenesulfonyl chloride (19.8 mg, 96 μmol, 1.1 eq). The crude product was purified by Isco Cornbiflash® Companion™ flash chromatography system on normal phase (4 g SiO2, flow rate 18 mL/min), eluting with mixtures of dichloromethane/methanol, to give N-[5-(3-chloro-4-cyano-phenyl)-pyridin-3-yl]-4-met... Reactants: CSC1=NC=NN1 (5-methylthio-1,2,4-triazole), C(C)OCCl (chloromethyl ethyl ether). Run in C1(=CC=CC=C1)C (toluene). Run at time 24 hour. Product: C(C)OCN1N=C(N=C1)SC (1-Ethoxymethyl-3-methylthio-1,2,4-triazole). Yield: 24.4%. As a reaction SMILES: [CH3:1][S:2][C:3]1[NH:7][N:6]=[CH:5][N:4]=1.[CH2:8]([O:10][CH2:11]Cl)[CH3:9]>C1(C)C=CC=CC=1>[CH2:8]([O:10][CH2:11][N:6]1[CH:5]=[N:4][C:3]([S:2][CH3:1])=[N:7]1)[CH3:9]. Procedure details: A suspension of 5-methylthio-1,2,4-triazole (6.19, 53 mmol) and chloromethyl ethyl ether (2.5 ml, 26 mmol) in toluene (40 ml) was stirred at room temperature for 24 hours. The mixture was filtered and the filtrate was evaporated under reduced pressure. The residue was chromatographed on silica by elution with ethyl acetate/diethylamine (95:5) to yield the title compound (1.1 g, 27%), as a colourless oil, which was characterised by Reactants: FC(C1=CC=C(OC2=CC=C(C=C2)O)C=C1)(F)F (4-(4-trifluoromethyl-phenoxy)-phenol), N1(CCOCC1)C(=O)Cl (morpholine-4-carbonyl chloride). Yields the product FC(C1=CC=C(OC2=CC=C(C=C2)OC(=O)N2CCOCC2)C=C1)(F)F (Morpholine-4-carboxylic acid 4-(4-trifluoromethyl-phenoxy)-phenyl ester). RXN SMILES: [F:1][C:2]([F:18])([F:17])[C:3]1[CH:16]=[CH:15][C:6]([O:7][C:8]2[CH:13]=[CH:12][C:11]([OH:14])=[CH:10][CH:9]=2)=[CH:5][CH:4]=1.[N:19]1([C:25](Cl)=[O:26])[CH2:24][CH2:23][O:22][CH2:21][CH2:20]1>>[F:1][C:2]([F:17])([F:18])[C:3]1[CH:16]=[CH:15][C:6]([O:7][C:8]2[CH:9]=[CH:10][C:11]([O:14][C:25]([N:19]3[CH2:24][CH2:23][O:22][CH2:21][CH2:20]3)=[O:26])=[CH:12][CH:13]=2)=[CH:5][CH:4]=1. Procedure: The title compound was prepared from 4-(4-trifluoromethyl-phenoxy)-phenol and morpholine-4-carbonyl chloride. The crude product was purified by preparative HPLC (74%, white crystals). HPLC-MS m/z=368.1 (M+1), Rt: 4.85 min. Starting materials: ClC=1N=C(C(=NC1)NC=1C=NC(=C(C1)F)OC)C1=NC(=NC(=C1)SC)C (5-chloro-N-(5-fluoro-6-methoxypyridin-3-yl)-3-(2-methyl-6-(methylthio)pyrimidin-4-yl)pyrazin-2-amine), C1(CCCCC1)P(C1=C(C=CC=C1)C1=C(C=C(C=C1C(C)C)C(C)C)C(C)C)C1CCCCC1 (dicyclohexyl(2′,4′,6′-triisopropylbiphenyl-2-yl)phosphine), [F-].[Cs+] (cesium fluoride), C(CCC)[Sn](C(=C)OCC)(CCCC)CCCC (tributyl(1-ethoxyvinyl)tin). The reagents and catalysts are C(C)(=O)[O-].C(C)(=O)[O-].[Pd+2] (palladium diacetate), [Cu]I (copper(I) iodide). Solvent: O1CCOCC1 (dioxane), O (water). Reaction conditions: temperature 100 celsius, time 18 hour. Yields the product FC=1C=C(C=NC1OC)NC=1N=CC(=NC1C1=NC(=NC(=C1)SC)C)C(C)=O (1-(5-(5-fluoro-6-methoxypyridin-3-ylamino)-6-(2-methyl-6-(methylthio)pyrimidin-4-yl)pyrazin-2-yl)ethanone). Yield: 66.4%. As a reaction SMILES: Cl[C:2]1[N:3]=[C:4]([C:18]2[CH:23]=[C:22]([S:24][CH3:25])[N:21]=[C:20]([CH3:26])[N:19]=2)[C:5]([NH:8][C:9]2[CH:10]=[N:11][C:12]([O:16][CH3:17])=[C:13]([F:15])[CH:14]=2)=[N:6][CH:7]=1.C1(P(C2CCCCC2)C2C=CC=CC=2C2C(C(C)C)=CC(C(C)C)=CC=2C(C)C)CCCCC1.[F-].[Cs+].C([Sn](CCCC)(CCCC)[C:68]([O:70]CC)=[CH2:69])CCC>O1CCOCC1.O.C([O-])(=O)C.C([O-])(=O)C.[Pd+2].[Cu]I>[F:15][C:13]1[CH:14]=[C:9]([NH:8][C:5]2[N:6]=[CH:7][C:2]([C:68](=[O:70])[CH3:69])=[N:3][C:4]=2[C:18]2[CH:23]=[C:22]([S:24][CH3:25])[N:21]=[C:20]([CH3:26])[N:19]=2)[CH:10]=[N:11][C:12]=1[O:16][CH3:17] |f:2.3,7.8.9|. Procedure: A mixture of 5-chloro-N-(5-fluoro-6-methoxypyridin-3-yl)-3-(2-methyl-6-(methylthio)pyrimidin-4-yl)pyrazin-2-amine (151 mg, 0.384 mmol), dicyclohexyl(2′,4′,6′-triisopropylbiphenyl-2-yl)phosphine (36.6 mg, 0.077 mmol, Aldrich, St. Louis, Mo.), palladium diacetate (8.63 mg, 0.038 mmol, Aldrich, St. Louis, Mo.), copper(I) iodide (15 mg, 0.077 mmol, Aldrich, St. Louis, Mo.), cesium fluoride (117 mg, 0.769 mmol, Alfa Aesar) and tributyl(1-ethoxyvinyl)tin (0.195 mL, 0.577 mmol, Aldrich, St. Louis, Mo.)... Starting materials: O=C([O-])[O-], [K+], [K+], CN(C)C=O, Cc1cccc2nc(SCc3ccc(C(=O)c4ccc(O)cc4)cc3)n(C)c(=O)c12, O=C(CBr)c1ccc(-c2ccccc2)cc1. The product is Cc1cccc2nc(SCc3ccc(C(=O)c4ccc(OCC(=O)c5ccc(-c6ccccc6)cc5)cc4)cc3)n(C)c(=O)c12. As a reaction SMILES: [C:47](=[O:48])([O-:49])[O-:50].[K+:51].[K+:52].[O:53]=[CH:54][N:55]([CH3:56])[CH3:57].[OH:1][c:2]1[cH:3][cH:4][c:5]([C:6](=[O:7])[c:8]2[cH:9][cH:10][c:11]([CH2:12][S:13][c:14]3[n:15][c:16]4[cH:17][cH:18][cH:19][c:20]([CH3:26])[c:21]4[c:22](=[O:25])[n:23]3[CH3:24])[cH:27][cH:28]2)[cH:29][cH:30]1.[c:31]1(-[c:37]2[cH:38][cH:39][c:40]([C:41]([CH2:42][Br:43])=[O:44])[cH:45][cH:46]2)[cH:32][cH:33][cH:34][cH:35][cH:36]1>>[O:1]([c:2]1[cH:3][cH:4][c:5]([C:6](=[O:7])[c:8]2[cH:9][cH:10][c:11]([CH2:12][S:13][c:14]3[n:15][c:16]4[cH:17][cH:18][cH:19][c:20]([CH3:26])[c:21]4[c:22](=[O:25])[n:23]3[CH3:24])[cH:27][cH:28]2)[cH:29][cH:30]1)[CH2:42][C:41]([c:40]1[cH:39][cH:38][c:37](-[c:31]2[cH:32][cH:33][cH:34][cH:35][cH:36]2)[cH:46][cH:45]1)=[O:44].